Dataset: the Open Reaction Database (ORD), a public repository of structured organic reaction records. Task: describe an organic reaction: reactants, conditions, products, and yield The reactants are CS(=O)(=O)O, CCO, CC12CC(=O)C3C(CCC4CC(O)CCC43C)C1CCC2C(=O)CN1CCOCC1. Product: CS(=O)(=O)O, CC12CC(=O)C3C(CCC4CC(O)CCC43C)C1CCC2C(=O)CN1CCOCC1. RXN SMILES: [CH3:31][S:32]([OH:33])(=[O:34])=[O:35].[CH3:36][CH2:37][OH:38].[OH:1][CH:2]1[CH2:3][CH:4]2[CH2:5][CH2:6][CH:7]3[CH:8]4[CH2:9][CH2:10][CH:11]([C:12]([CH2:13][N:14]5[CH2:15][CH2:16][O:17][CH2:18][CH2:19]5)=[O:20])[C:21]4([CH3:30])[CH2:22][C:23](=[O:29])[CH:24]3[C:25]2([CH3:28])[CH2:26][CH2:27]1>>[CH3:31][S:32](=[O:33])(=[O:34])[OH:35].[OH:1][CH:2]1[CH2:3][CH:4]2[CH2:5][CH2:6][CH:7]3[CH:8]4[CH2:9][CH2:10][CH:11]([C:12]([CH2:13][N:14]5[CH2:15][CH2:16][O:17][CH2:18][CH2:19]5)=[O:20])[C:21]4([CH3:30])[CH2:22][C:23](=[O:29])[CH:24]3[C:25]2([CH3:28])[CH2:26][CH2:27]1. The product is ClC=1C=C(C(=NC1)F)C1=NC(=NC(=N1)C)N(CC1=CC=C(C=C1)OC)CC1=CC=C(C=C1)OC (4-(5-Chloro-2-Fluoropyridin-3-yl)-N,N-Bis(4-Methoxybenzyl)-6-Methyl-1,3,5-Triazin-2-Amine). Procedure: A mixture of 5-chloro-2-fluoropyridin-3-ylboronic acid (1220 mg, 6.96 mmol) (Asymchem Laboratories, Inc.), 4-chloro-N,N-bis(4-methoxybenzyl)-6-methyl-1,3,5-triazin-2-amine (2300 mg, 5.98 mmol), and potassium acetate (1200 mg, 12.23 mmol) in dioxane (10 mL)-water (2.0 mL) was placed in a 100 mL flask under argon. A-Phos-PdCl2 (150 mg, 0.212 mmol) was added and the mixture was heated to 95° C. under nitrogen. After 2 h, more boronic acid (600 mg) was added and the mixture was heated for another ho... Reactants: A-Phos-PdCl2, ClC=1C=C(C(=NC1)F)B(O)O (5-chloro-2-fluoropyridin-3-ylboronic acid), ClC1=NC(=NC(=N1)C)N(CC1=CC=C(C=C1)OC)CC1=CC=C(C=C1)OC (4-chloro-N,N-bis(4-methoxybenzyl)-6-methyl-1,3,5-triazin-2-amine), C(C)(=O)[O-].[K+] (potassium acetate), B(O)O (boronic acid), [NH4+].[Cl-] (NH4Cl). Solvent: O1CCOCC1 (dioxane), O (water). RXN SMILES: [Cl:1][C:2]1[CH:3]=[C:4](B(O)O)[C:5]([F:8])=[N:6][CH:7]=1.Cl[C:13]1[N:18]=[C:17]([CH3:19])[N:16]=[C:15]([N:20]([CH2:30][C:31]2[CH:36]=[CH:35][C:34]([O:37][CH3:38])=[CH:33][CH:32]=2)[CH2:21][C:22]2[CH:27]=[CH:26][C:25]([O:28][CH3:29])=[CH:24][CH:23]=2)[N:14]=1.C([O-])(=O)C.[K+].B(O)O.[NH4+].[Cl-]>O1CCOCC1.O>[Cl:1][C:2]1[CH:3]=[C:4]([C:13]2[N:18]=[C:17]([CH3:19])[N:16]=[C:15]([N:20]([CH2:21][C:22]3[CH:23]=[CH:24][C:25]([O:28][CH3:29])=[CH:26][CH:27]=3)[CH2:30][C:31]3[CH:32]=[CH:33][C:34]([O:37][CH3:38])=[CH:35][CH:36]=3)[N:14]=2)[C:5]([F:8])=[N:6][CH:7]=1 |f:2.3,5.6|. The yield is 80.1%. Conditions: temperature 95 celsius, time 2 hour. Reactants: C1CC2=C(C=CC=C2OC1)CO ((2H-3,4-Dihydrobenzopyran-5-yl)methanol), CS(=O)C (DMSO), C(C(=O)Cl)(=O)Cl (oxalyl chloride). The solvent is C(C)N(CC)CC (triethyl amine). Product: C1CC2=C(C=CC=C2OC1)C=O ((2H-3,4-Dihydrobenzopyran-5-yl)carboxaldehyde). Yield: 100.0%. RXN SMILES: [CH2:1]1[CH2:10][O:9][C:8]2[C:3](=[C:4]([CH2:11][OH:12])[CH:5]=[CH:6][CH:7]=2)[CH2:2]1.CS(C)=O.C(Cl)(=O)C(Cl)=O>C(N(CC)CC)C>[CH2:1]1[CH2:10][O:9][C:8]2[C:3](=[C:4]([CH:11]=[O:12])[CH:5]=[CH:6][CH:7]=2)[CH2:2]1. Procedure details: (2H-3,4-Dihydrobenzopyran-5-yl)methanol was oxidized using DMSO, oxalyl chloride, and triethyl amine similar to the above procedures to give the product as a clear oil (100%). The reactants are [H-], [H][H], [Na+], [Na+], O=C(Cl)CC1CCOCC1, CN(C)C=O, O=c1cc(O)c2cccnc2n1-c1ccccc1, O=C([O-])O. Product: O=C(CC1CCOCC1)Oc1cc(=O)n(-c2ccccc2)c2ncccc12. As a reaction SMILES: [H-:19].[H:21][H:22].[Na+:20].[Na+:33].[O:23]1[CH2:24][CH2:25][CH:26]([CH2:29][C:30](=[O:31])[Cl:32])[CH2:27][CH2:28]1.[O:38]=[CH:39][N:40]([CH3:41])[CH3:42].[OH:1][c:2]1[cH:3][c:4](=[O:18])[n:5](-[c:12]2[cH:13][cH:14][cH:15][cH:16][cH:17]2)[c:6]2[n:7][cH:8][cH:9][cH:10][c:11]12.[OH:34][C:35](=[O:36])[O-:37]>>[O:1]([c:2]1[cH:3][c:4](=[O:18])[n:5](-[c:12]2[cH:13][cH:14][cH:15][cH:16][cH:17]2)[c:6]2[n:7][cH:8][cH:9][cH:10][c:11]12)[C:30]([CH2:29][CH:26]1[CH2:25][CH2:24][O:23][CH2:28][CH2:27]1)=[O:31]. Procedure details: Synthesis was performed from N-cyclooctylthiourea and methyl 1-bromocyclohexanecarboxylate according to Method D. Reactants: C1(CCCCCCC1)NC(=S)N (N-cyclooctylthiourea), BrC1(CCCCC1)C(=O)OC (methyl 1-bromocyclohexanecarboxylate). The product is C1(CCCCCCC1)NC=1SC2(C(N1)=O)CCCCC2 (2-(Cyclooctylamino)-1-thia-3-azaspiro[4.5]dec-2-en-4-one). As a reaction SMILES: [CH:1]1([NH:9][C:10]([NH2:12])=[S:11])[CH2:8][CH2:7][CH2:6][CH2:5][CH2:4][CH2:3][CH2:2]1.Br[C:14]1([C:20](OC)=[O:21])[CH2:19][CH2:18][CH2:17][CH2:16][CH2:15]1>>[CH:1]1([NH:9][C:10]2[S:11][C:14]3([CH2:19][CH2:18][CH2:17][CH2:16][CH2:15]3)[C:20](=[O:21])[N:12]=2)[CH2:8][CH2:7][CH2:6][CH2:5][CH2:4][CH2:3][CH2:2]1. Starting materials: Fc1cccc(F)c1, Nc1ccc(F)cc1F, Nc1ccccc1, c1ccccc1. The product is Fc1ccc(-c2ccccc2)c(F)c1. As a reaction SMILES: [F:17][c:18]1[cH:19][cH:20][cH:21][c:22]([F:23])[cH:24]1.[F:1][c:2]1[c:3]([NH2:4])[cH:5][cH:6][c:7]([F:9])[cH:8]1.[NH2:10][c:11]1[cH:12][cH:13][cH:14][cH:15][cH:16]1.[cH:25]1[cH:26][cH:27][cH:28][cH:29][cH:30]1>>[F:1][c:2]1[c:3](-[c:11]2[cH:12][cH:13][cH:14][cH:15][cH:16]2)[cH:5][cH:6][c:7]([F:9])[cH:8]1.